Dataset: the Open Reaction Database (ORD), a public repository of structured organic reaction records. Task: describe an organic reaction: reactants, conditions, products, and yield The reactants are C1(CCCCC1)N=C=NC1CCCCC1 (dicyclohexylcarbodiimide), C(C)(=O)C1=C(C(=C(OCC=2C=C(C=CC2)NC(C=2C=C(C(=O)O)C=CC2)=O)C=C1)CCC)O (N-[3-(4-acetyl-3-hydroxy-2-propyl-phenoxymethyl)-phenyl]-isophthalamic acid), CC1(OC(CC(O1)=O)=O)C (2,2-dimethyl-[1,3]dioxane-4,6-dione), 4-N,N-dimethylaminopyridine. Run in ClCCl (dichloromethane). Yields the product C(C)(=O)C1=C(C(=C(OCC=2C=C(C=CC2)NC(C2=CC(=CC=C2)C(O)=C2C(OC(OC2=O)(C)C)=O)=O)C=C1)CCC)O (N-[3-(4-acetyl-3-hydroxy-2-propyl-phenoxymethyl)-phenyl]-3-[(2,2-dimethyl-4,6-dioxo-[1,3]dioxan-5-ylidene)-hydroxy-methyl]-benzamide). The yield is 100.0%. RXN SMILES: C1(N=C=NC2CCCCC2)CCCCC1.[C:16]([C:19]1[CH:44]=[CH:43][C:22]([O:23][CH2:24][C:25]2[CH:26]=[C:27]([NH:31][C:32](=[O:42])[C:33]3[CH:34]=[C:35]([CH:39]=[CH:40][CH:41]=3)[C:36](O)=[O:37])[CH:28]=[CH:29][CH:30]=2)=[C:21]([CH2:45][CH2:46][CH3:47])[C:20]=1[OH:48])(=[O:18])[CH3:17].[CH3:49][C:50]1([CH3:58])[O:55][C:54](=[O:56])[CH2:53][C:52](=[O:57])[O:51]1>ClCCl>[C:16]([C:19]1[CH:44]=[CH:43][C:22]([O:23][CH2:24][C:25]2[CH:26]=[C:27]([NH:31][C:32](=[O:42])[C:33]3[CH:41]=[CH:40][CH:39]=[C:35]([C:36](=[C:53]4[C:54](=[O:56])[O:55][C:50]([CH3:58])([CH3:49])[O:51][C:52]4=[O:57])[OH:37])[CH:34]=3)[CH:28]=[CH:29][CH:30]=2)=[C:21]([CH2:45][CH2:46][CH3:47])[C:20]=1[OH:48])(=[O:18])[CH3:17]. Reported procedure: Add dicyclohexylcarbodiimide (0.231 g, 1.12 mmol, Aldrich Chemical Co.) to a solution of N-[3-(4-acetyl-3-hydroxy-2-propyl-phenoxymethyl)-phenyl]-isophthalamic acid (0.500 g, 1.12 mmol), 2,2-dimethyl-[1,3]dioxane-4,6-dione (0.161 g, 1.12 mmol), and 4-N,N-dimethylaminopyridine (0.273 g, 2.23 mmol, Chem-Impex) in dichloromethane (50 mL, 0.2 M). Filter precipitate, wash filter cake with dichloromethane, and concentrate filtrate. Dilute residue with dichloromethane and wash with 1N hydrochloric acid...